From a dataset of the Open Reaction Database (ORD), a public repository of structured organic reaction records. describe an organic reaction: reactants, conditions, products, and yield Starting materials: C1(CCCCC1)N1CCNCC1 (1-Cyclohexylpiperazine), BrCC(=O)NC(CNC(CCC1=C(C=CC=C1)OC)=O)CC1=CNC2=CC=CC=C12 (2-[(2-bromo)acetyl]amino-3-(1H-indol-3-yl)-1-[N-(2-methoxybenzyl)acetylamino]propane), C([O-])([O-])=O.[K+].[K+] (potassium carbonate). The solvent is C(Cl)Cl (methylene chloride). Conditions: time 8 hour. Yields the product COC1=C(CCC(=O)NCC(CC2=CNC3=CC=CC=C23)NC(CN2C(CNCC2)C2CCCCC2)=O)C=CC=C1 (1-[N-(2-methoxybenzyl)acetylamino]-3-(1H-indol-3-yl)-2-[N-(2-((4-cyclohexyl)piperazin-1-yl)acetyl)amino]propane). Yield: 174.7%. Reaction SMILES: C1([N:7]2[CH2:12][CH2:11][NH:10][CH2:9][CH2:8]2)CCCCC1.Br[CH2:14][C:15]([NH:17][CH:18]([CH2:33][C:34]1[C:42]2[C:37](=[CH:38][CH:39]=[CH:40][CH:41]=2)[NH:36][CH:35]=1)[CH2:19][NH:20][C:21](=[O:32])[CH2:22][CH2:23][C:24]1[CH:29]=[CH:28][CH:27]=[CH:26][C:25]=1[O:30][CH3:31])=[O:16].C(=O)([O-])[O-].[K+].[K+]>C(Cl)Cl>[CH3:31][O:30][C:25]1[CH:26]=[CH:27][CH:28]=[CH:29][C:24]=1[CH2:23][CH2:22][C:21]([NH:20][CH2:19][CH:18]([NH:17][C:15](=[O:16])[CH2:14][N:7]1[CH2:8][CH2:9][NH:10][CH2:11][CH:12]1[CH:24]1[CH2:29][CH2:28][CH2:27][CH2:26][CH2:25]1)[CH2:33][C:34]1[C:42]2[C:37](=[CH:38][CH:39]=[CH:40][CH:41]=2)[NH:36][CH:35]=1)=[O:32] |f:2.3.4|. Procedure: 1-Cyclohexylpiperazine (3.65 g, 22.492 mmoles) was added to a stirring solution of 2-[(2-bromo)acetyl]amino-3-(1H-indol-3-yl)-1-[N-(2-methoxybenzyl)acetylamino]propane (21.369 mmoles) and powdered potassium carbonate (3.56 g, 25.758 mmols) in methylene chloride under a nitrogen atmosphere. The reaction mixture was stirred overnight at room temperature. The salts were filtered and the solution concentrated to a brown foam on a rotary evaporator. The desired product was purified on a Prep 500 colu... Reactants: C(C)OCC(C(C(COC1=CC=C(C=C1)O)(F)F)(F)F)(F)F (4-(5-ethoxy-2,2,3,3,4,4-hexafluoropentoxy)phenol), CC(CCCOC1=NC=C(C(=O)O)C=C1)CC (6-(4-methylhexyloxy)nicotinic acid). Reaction SMILES: [CH2:1]([O:3][CH2:4][C:5]([F:22])([F:21])[C:6]([F:20])([F:19])[C:7]([F:18])([F:17])[CH2:8][O:9][C:10]1[CH:15]=[CH:14][C:13]([OH:16])=[CH:12][CH:11]=1)[CH3:2].[CH3:23][CH:24]([CH2:38][CH3:39])[CH2:25][CH2:26][CH2:27][O:28][C:29]1[CH:37]=[CH:36][C:32]([C:33](O)=[O:34])=[CH:31][N:30]=1>>[CH3:23][CH:24]([CH2:38][CH3:39])[CH2:25][CH2:26][CH2:27][O:28][C:29]1[CH:37]=[CH:36][C:32]([C:33]([O:16][C:13]2[CH:14]=[CH:15][C:10]([O:9][CH2:8][C:7]([F:17])([F:18])[C:6]([F:19])([F:20])[C:5]([F:21])([F:22])[CH2:4][O:3][CH2:1][CH3:2])=[CH:11][CH:12]=2)=[O:34])=[CH:31][N:30]=1. Procedure details: 4-(5-Ethoxy-2,2,3,3,4,4-hexafluoropentoxy)phenyl 6-(4-methylhexyloxy)nicotinate (Compound 6, Table 1) was prepared by esterification of 4-(5-ethoxy-2,2,3,3,4,4-hexafluoropentoxy)phenol (prepared essentially as in Example 4) with 6-(4-methylhexyloxy)nicotinic acid. Yields the product CC(CCCOC1=NC=C(C(=O)OC2=CC=C(C=C2)OCC(C(C(COCC)(F)F)(F)F)(F)F)C=C1)CC (4-(5-Ethoxy-2,2,3,3,4,4-hexafluoropentoxy)phenyl 6-(4-methylhexyloxy)nicotinate). Starting materials: BrCCBr, CC(=O)c1c(-c2ccc(O)c3ccccc23)oc2ccccc12, O=C([O-])[O-], CCC(C)=O, [K+], [K+]. Yields the product CC(=O)c1c(-c2ccc(OCCBr)c3ccccc23)oc2ccccc12. RXN SMILES: [Br:24][CH2:25][CH2:26][Br:27].[C:1]([CH3:2])(=[O:3])[c:4]1[c:5](-[c:13]2[cH:14][cH:15][c:16]([OH:23])[c:17]3[cH:18][cH:19][cH:20][cH:21][c:22]23)[o:6][c:7]2[c:8]1[cH:9][cH:10][cH:11][cH:12]2.[C:28](=[O:29])([O-:30])[O-:31].[CH3:34][C:35](=[O:36])[CH2:37][CH3:38].[K+:32].[K+:33]>>[C:1]([CH3:2])(=[O:3])[c:4]1[c:5](-[c:13]2[cH:14][cH:15][c:16]([O:23][CH2:26][CH2:25][Br:24])[c:17]3[cH:18][cH:19][cH:20][cH:21][c:22]23)[o:6][c:7]2[c:8]1[cH:9][cH:10][cH:11][cH:12]2. Reactants: C(#N)[BH3-].[Na+] (sodium cyanoborohydride), C(OC)(OC)OC (trimethyl orthoformate), C(CC)=O (propionaldehyde), N1C(=NC=C1)CN(CC=1NC=CN1)CC1=CC=C(C=C1)C(=O)N1CCNCC1 ((4-{[bis-(1H-imidazol-2-ylmethyl)-amino]-methyl}-phenyl)-piperazin-1-yl-methanone). Solvent: CO (methanol). Reaction conditions: time 8 hour. The product is N1C(=NC=C1)CN(CC=1NC=CN1)CC1=CC=C(C=C1)C(=O)N1CCN(CC1)CCC ((4-{[bis(1H-imidazol-2-ylmethyl)-amino]-methyl}-phenyl)-(4-propylpiperazin-1-yl)-methanone). RXN SMILES: [NH:1]1[CH:5]=[CH:4][N:3]=[C:2]1[CH2:6][N:7]([CH2:14][C:15]1[CH:20]=[CH:19][C:18]([C:21]([N:23]2[CH2:28][CH2:27][NH:26][CH2:25][CH2:24]2)=[O:22])=[CH:17][CH:16]=1)[CH2:8][C:9]1[NH:10][CH:11]=[CH:12][N:13]=1.C([BH3-])#N.[Na+].C(OC)(OC)OC.[CH:40](=O)[CH2:41][CH3:42]>CO>[NH:1]1[CH:5]=[CH:4][N:3]=[C:2]1[CH2:6][N:7]([CH2:14][C:15]1[CH:16]=[CH:17][C:18]([C:21]([N:23]2[CH2:24][CH2:25][N:26]([CH2:40][CH2:41][CH3:42])[CH2:27][CH2:28]2)=[O:22])=[CH:19][CH:20]=1)[CH2:8][C:9]1[NH:13][CH:12]=[CH:11][N:10]=1 |f:1.2|. Procedure: The compound (48.8 mg) obtained in Example 32-2 was dissolved in anhydrous methanol (1.0 ml) and then added with sodium cyanoborohydride (16.2 mg), trimethyl orthoformate (21.1 μl), propionaldehyde (13.9 μl), followed by stirring overnight at room temperature under a nitrogen atmosphere. After completion of the reaction, the solvent was distilled off and the residue was then dissolved in chloroform. A saturated aqueous sodium bicarbonate solution was added to the solution, followed by stirring. ... The reactants are [N+](=O)([O-])C=1C=C(CN2CCN(CC2)C)C=CC1[N+](=O)[O-] (1-(3,4-Dinitrobenzyl)-4-methylpiperazine). The reagents and catalysts are [Pd] (Pd/C). Solvent: CN(C)C=O.CO (DMF MeOH). Yields the product NC=1C=C(CN2CCN(CC2)C)C=CC1N (1-(3,4-Diaminobenzyl)-4-methylpiperazine). Reaction SMILES: [N+:1]([C:4]1[CH:5]=[C:6]([CH:15]=[CH:16][C:17]=1[N+:18]([O-])=O)[CH2:7][N:8]1[CH2:13][CH2:12][N:11]([CH3:14])[CH2:10][CH2:9]1)([O-])=O>CN(C=O)C.CO.[Pd]>[NH2:1][C:4]1[CH:5]=[C:6]([CH:15]=[CH:16][C:17]=1[NH2:18])[CH2:7][N:8]1[CH2:13][CH2:12][N:11]([CH3:14])[CH2:10][CH2:9]1 |f:1.2|. Procedure: 1-(3,4-Dinitrobenzyl)-4-methylpiperazine (2.8 g, 10 mmol), was dissolved in DMF:MeOH (1:1, 20 mL) and agitated with 10% Pd/C (280 mg) under an atmosphere of H2 for 12 hrs. The reaction was monitored by TLC. The mixture was then filtered and evaporated to give a dark solid which was used immediately without any further purification.